describe an organic reaction: reactants, conditions, products, and yield From a dataset of the Open Reaction Database (ORD), a public repository of structured organic reaction records. Reactants: COC(C1=C(C=CC(=C1)OC)N1N=C(C2=C1C(N(CC2)C2=CC=C(C=C2)I)=O)C(F)(F)F)=O (2-[6-(4-iodo-phenyl)-7-oxo-3-trifluoromethyl-4,5,6,7-tetrahydro-pyrazolo[3,4-c]pyridin-1-yl]-5-methoxy-benzoic acid methyl ester), ester, [OH-].[Na+] (sodium hydroxide), Cl (hydrochloric acid). The solvent is O1CCCC1 (tetrahydrofuran). Product: IC1=CC=C(C=C1)N1C(C2=C(CC1)C(=NN2C2=C(C(=O)NC=1C=NC=CC1)C=C(C=C2)OC)C(F)(F)F)=O (2-[6-(4-Iodo-phenyl)-7-oxo-3-trifluoromethyl-4,5,6,7-tetrahydro-pyrazolo[3,4-c]pyridin-1-yl]-5-methoxy-N-pyridin-3-yl-benzamide), IC1=CC=C(C=C1)N1C(C2=C(CC1)C(=NN2C2=C(C(=O)O)C=C(C=C2)OC)C(F)(F)F)=O (2-[6-(4-iodo-phenyl)-7-oxo-3-trifluoromethyl-4,5,6,7-tetrahydro-pyrazolo[3,4-c]pyridin-1-yl]-5-methoxy-benzoic acid). Isolated yield 100.0%. RXN SMILES: C[O:2][C:3](=[O:33])[C:4]1[CH:9]=[C:8]([O:10][CH3:11])[CH:7]=[CH:6][C:5]=1[N:12]1[C:16]2[C:17](=[O:28])[N:18]([C:21]3[CH:26]=[CH:25][C:24]([I:27])=[CH:23][CH:22]=3)[CH2:19][CH2:20][C:15]=2[C:14]([C:29]([F:32])([F:31])[F:30])=[N:13]1.[OH-].[Na+].Cl>O1CCCC1>[I:27][C:24]1[CH:23]=[CH:22][C:21]([N:18]2[CH2:19][CH2:20][C:15]3[C:14]([C:29]([F:30])([F:32])[F:31])=[N:13][N:12]([C:5]4[CH:6]=[CH:7][C:8]([O:10][CH3:11])=[CH:9][C:4]=4[C:3]([NH:12][C:16]4[CH:17]=[N:18][CH:19]=[CH:20][CH:15]=4)=[O:33])[C:16]=3[C:17]2=[O:28])=[CH:26][CH:25]=1.[I:27][C:24]1[CH:25]=[CH:26][C:21]([N:18]2[CH2:19][CH2:20][C:15]3[C:14]([C:29]([F:31])([F:32])[F:30])=[N:13][N:12]([C:5]4[CH:6]=[CH:7][C:8]([O:10][CH3:11])=[CH:9][C:4]=4[C:3]([OH:33])=[O:2])[C:16]=3[C:17]2=[O:28])=[CH:22][CH:23]=1 |f:1.2|. Procedure: The title compound was prepared from 2-[6-(4-iodo-phenyl)-7-oxo-3-trifluoromethyl-4,5,6,7-tetrahydro-pyrazolo[3,4-c]pyridin-1-yl]-5-methoxy-benzoic acid methyl ester as obtained in Example 1. The ester (270 mg, 0.47 mmol) was stirred in tetrahydrofuran (1 mL) and 10% sodium hydroxide (1 mL) for 5 h. The reaction was acidified with 1N hydrochloric acid to pH 3 and extracted with ethyl acetate (3×5 mL). The combined extracts were washed with water (2×5 mL), dried over sodium sulfate, filtered, and... The reactants are CC(=O)c1ccc(C(=O)O)cc1, CS(C)=O, CC(=O)O, CCOC(C)=O, NNC(=O)c1cc2c3ccccc3n(Cc3cc(Cl)ccc3Cl)c2cn1. Yields the product CC(=NNC(=O)c1cc2c3ccccc3n(Cc3cc(Cl)ccc3Cl)c2cn1)c1ccc(C(=O)O)cc1. As a reaction SMILES: [C:27]([CH3:28])(=[O:29])[c:30]1[cH:31][cH:32][c:33]([C:34](=[O:35])[OH:36])[cH:37][cH:38]1.[CH3:39][S:40]([CH3:41])=[O:42].[CH3:43][C:44](=[O:45])[OH:46].[CH3:47][CH2:48][O:49][C:50](=[O:51])[CH3:52].[Cl:1][c:2]1[c:3]([CH2:4][n:5]2[c:6]3[cH:7][cH:8][cH:9][cH:10][c:11]3[c:12]3[cH:13][c:14]([C:18](=[O:19])[NH:20][NH2:21])[n:15][cH:16][c:17]23)[cH:22][c:23]([Cl:26])[cH:24][cH:25]1>>[Cl:1][c:2]1[c:3]([CH2:4][n:5]2[c:6]3[cH:7][cH:8][cH:9][cH:10][c:11]3[c:12]3[cH:13][c:14]([C:18](=[O:19])[NH:20][N:21]=[C:27]([CH3:28])[c:30]4[cH:31][cH:32][c:33]([C:34](=[O:35])[OH:36])[cH:37][cH:38]4)[n:15][cH:16][c:17]23)[cH:22][c:23]([Cl:26])[cH:24][cH:25]1. The reactants are C=CCOC(=O)Nc1cc(C(C)=O)ccc1CC(=O)OCC, CCO, Cl, [Na+], [OH-]. Yields the product C=CCOC(=O)Nc1cc(C(C)=O)ccc1CC(=O)O. RXN SMILES: [C:1]([CH3:2])(=[O:3])[c:4]1[cH:5][c:6]([NH:16][C:17](=[O:18])[O:19][CH2:20][CH:21]=[CH2:22])[c:7]([CH2:10][C:11](=[O:12])[O:13][CH2:14][CH3:15])[cH:8][cH:9]1.[CH3:26][CH2:27][OH:28].[ClH:25].[Na+:24].[OH-:23]>>[C:1]([CH3:2])(=[O:3])[c:4]1[cH:5][c:6]([NH:16][C:17](=[O:18])[O:19][CH2:20][CH:21]=[CH2:22])[c:7]([CH2:10][C:11](=[O:12])[OH:13])[cH:8][cH:9]1. The reactants are CC(C)(C)C=O (pivaldehyde), C(C)OC(CC#N)=O (ethylcyanoacetate), C(C)(=O)O (acetic acid), N1=CC=CC=C1 (pyridine), CC(C)(C)C=O (pivaldehyde). Run in Cl (HCl). Conditions: time 18 hour. Product: C(C)OC(C(=CC(C)(C)C)C#N)=O (2-cyano-4,4-dimethyl-2-pentenoic acid ethyl ester). Isolated yield 73.2%. Reaction SMILES: [CH3:1][C:2]([CH:5]=O)([CH3:4])[CH3:3].[CH2:7]([O:9][C:10](=[O:14])[CH2:11][C:12]#[N:13])[CH3:8].C(O)(=O)C.N1C=CC=CC=1>Cl>[CH2:7]([O:9][C:10](=[O:14])[C:11]([C:12]#[N:13])=[CH:1][C:2]([CH3:5])([CH3:4])[CH3:3])[CH3:8]. Procedure: A mixture of pivaldehyde (5.00 g, 58 mmol), ethylcyanoacetate (6.60g, 58.3 mmol), acetic acid (3.50 g, 58.3 mmol) and pyridine (4.60 g, 58.2 mmol) was heated at reflux for 1 h. A second portion of pivaldehyde (5.00 g, 58 mmol) was added. The refluxing of the mixture was continued for 18h. After cooling, the mixture was poured into 1N aqueous HCl (50 mL). The resulting mixture was extracted with EtOAc (3×50 mL). The combined organic layers, were washed with 1N aqueous HCl, dried (MgSO4) and conce...